Dataset: the Open Reaction Database (ORD), a public repository of structured organic reaction records. Task: describe an organic reaction: reactants, conditions, products, and yield Reactants: CCCCCC#CCC#CC=CCO, ClCCl, O=[Cr](=O)([O-])O[Cr](=O)(=O)[O-], c1cc[nH+]cc1, c1cc[nH+]cc1. Yields the product CCCCCC#CCC#CC=CC=O. Reaction SMILES: [CH2:22]([CH:23]=[CH:24][C:25]#[C:26][CH2:27][C:28]#[C:29][CH2:30][CH2:31][CH2:32][CH2:33][CH3:34])[OH:35].[Cl:36][CH2:37][Cl:38].[Cr:1]([O:2][Cr:3]([O-:4])(=[O:5])=[O:6])([O-:7])(=[O:8])=[O:9].[nH+:10]1[cH:11][cH:12][cH:13][cH:14][cH:15]1.[nH+:16]1[cH:17][cH:18][cH:19][cH:20][cH:21]1>>[CH:22]([CH:23]=[CH:24][C:25]#[C:26][CH2:27][C:28]#[C:29][CH2:30][CH2:31][CH2:32][CH2:33][CH3:34])=[O:35]. Reactants: CCCCCOC(=O)c1cc(NS(=O)(=O)c2ccc(Cl)cc2Cl)ncc1I, CC(C)(C)[O-], CN1CCCC1=O, O=C(C=Cc1ccccc1)C=Cc1ccccc1, O=C(C=Cc1ccccc1)C=Cc1ccccc1, O=C(C=Cc1ccccc1)C=Cc1ccccc1, [K+], O=S(=O)(c1ccc(S)cc1)N1CCCCC1, [Pd], [Pd]. Product: CCCCCOC(=O)c1cc(NS(=O)(=O)c2ccc(Cl)cc2Cl)ncc1Sc1ccc(S(=O)(=O)N2CCCCC2)cc1. As a reaction SMILES: [CH2:17]([CH2:18][CH2:19][CH2:20][CH3:21])[O:22][C:23]([c:24]1[cH:25][c:26]([NH:31][S:32](=[O:33])(=[O:34])[c:35]2[c:36]([Cl:42])[cH:37][c:38]([Cl:41])[cH:39][cH:40]2)[n:27][cH:28][c:29]1[I:30])=[O:43].[CH3:44][C:45]([CH3:46])([O-:47])[CH3:48].[CH3:50][N:51]1[CH2:52][CH2:53][CH2:54][C:55]1=[O:56].[CH:59](=[CH:60][C:61]([CH:62]=[CH:63][c:64]1[cH:65][cH:66][cH:67][cH:68][cH:69]1)=[O:70])[c:71]1[cH:72][cH:73][cH:74][cH:75][cH:76]1.[CH:77](=[CH:78][C:79]([CH:80]=[CH:81][c:82]1[cH:83][cH:84][cH:85][cH:86][cH:87]1)=[O:88])[c:89]1[cH:90][cH:91][cH:92][cH:93][cH:94]1.[CH:95](=[CH:96][C:97]([CH:98]=[CH:99][c:100]1[cH:101][cH:102][cH:103][cH:104][cH:105]1)=[O:106])[c:107]1[cH:108][cH:109][cH:110][cH:111][cH:112]1.[K+:49].[N:1]1([S:7](=[O:8])(=[O:9])[c:10]2[cH:11][cH:12][c:13]([SH:16])[cH:14][cH:15]2)[CH2:2][CH2:3][CH2:4][CH2:5][CH2:6]1.[Pd:57].[Pd:58]>>[N:1]1([S:7](=[O:8])(=[O:9])[c:10]2[cH:11][cH:12][c:13]([S:16][c:29]3[c:24]([C:23]([O:22][CH2:17][CH2:18][CH2:19][CH2:20][CH3:21])=[O:43])[cH:25][c:26]([NH:31][S:32](=[O:33])(=[O:34])[c:35]4[c:36]([Cl:42])[cH:37][c:38]([Cl:41])[cH:39][cH:40]4)[n:27][cH:28]3)[cH:14][cH:15]2)[CH2:2][CH2:3][CH2:4][CH2:5][CH2:6]1. Reactants: ClCCl, O=C(O)C(CC1CCCC1)c1ccc(Cl)c(Cl)c1, CCN(C(C)C)C(C)C, O=C(Cl)C(=O)Cl, Nc1cnccn1, C1CCOC1, O. Product: O=C(Nc1cnccn1)C(CC1CCCC1)c1ccc(Cl)c(Cl)c1. As a reaction SMILES: [CH2:41]([Cl:42])[Cl:43].[CH:1]1([CH2:6][CH:7]([C:8](=[O:9])[OH:10])[c:11]2[cH:12][c:13]([Cl:18])[c:14]([Cl:17])[cH:15][cH:16]2)[CH2:2][CH2:3][CH2:4][CH2:5]1.[CH:25]([N:26]([CH2:27][CH3:28])[CH:29]([CH3:30])[CH3:31])([CH3:32])[CH3:33].[Cl:19][C:20]([C:21]([Cl:22])=[O:23])=[O:24].[NH2:34][c:35]1[n:36][cH:37][cH:38][n:39][cH:40]1.[O:44]1[CH2:45][CH2:46][CH2:47][CH2:48]1.[OH2:49]>>[CH:1]1([CH2:6][CH:7]([C:8](=[O:10])[NH:34][c:35]2[n:36][cH:37][cH:38][n:39][cH:40]2)[c:11]2[cH:12][c:13]([Cl:18])[c:14]([Cl:17])[cH:15][cH:16]2)[CH2:2][CH2:3][CH2:4][CH2:5]1.